This data is from the Open Reaction Database (ORD), a public repository of structured organic reaction records. The task is: describe an organic reaction: reactants, conditions, products, and yield The reactants are C(CCCCC)N1C(C2C(C2C1)(C1=CC(=CC=C1)C1=NN=CN1)C)=O (3-hexyl-6-methyl-6-[3-(4H-1,2,4-triazol-3-yl)phenyl]-3-azabicyclo[3.1.0]hexan-2-one), [H-].[Al+3].[Li+].[H-].[H-].[H-] (lithium aluminium hydride), [OH-].[Na+] (sodium hydroxide), C(C)(=O)OCC (ethyl acetate). Solvent: O1CCCC1 (tetrahydrofuran). Reaction conditions: temperature 0 celsius, time 30 minute. Product: solution ( 0.880 ), C(CCCCC)N1CC2C(C2C1)(C1=CC(=CC=C1)C1=NN=CN1)C (3-Hexyl-6-methyl-6-[3-(4H-1,2,4-triazol-3-yl)phenyl]-3-azabicyclo[3.1.0]hexane). The yield is 90.1%. As a reaction SMILES: [CH2:1]([N:7]1[CH2:12][CH:11]2[CH:9]([C:10]2([CH3:24])[C:13]2[CH:18]=[CH:17][CH:16]=[C:15]([C:19]3[NH:23][CH:22]=[N:21][N:20]=3)[CH:14]=2)[C:8]1=O)[CH2:2][CH2:3][CH2:4][CH2:5][CH3:6].[H-].[Al+3].[Li+].[H-].[H-].[H-].[OH-].[Na+].C(OCC)(=O)C>O1CCCC1>[CH2:1]([N:7]1[CH2:8][CH:9]2[CH:11]([C:10]2([CH3:24])[C:13]2[CH:18]=[CH:17][CH:16]=[C:15]([C:19]3[NH:23][CH:22]=[N:21][N:20]=3)[CH:14]=2)[CH2:12]1)[CH2:2][CH2:3][CH2:4][CH2:5][CH3:6] |f:1.2.3.4.5.6,7.8|. Procedure: To a solution of 3-hexyl-6-methyl-6-[3-(4H-1,2,4-triazol-3-yl)phenyl]-3-azabicyclo[3.1.0]hexan-2-one (Preparation 43, 220 mg, 0.65 mmol) in tetrahydrofuran (5 ml) at room temperature was added lithium aluminium hydride (1.3 ml, 1.30 mmol, 1.0M in THF) dropwise over a few minutes. The mixture was then heated under reflux for 2 hours and then cooled to 0° C. 2N sodium hydroxide (1.0 ml) was added cautiously followed by ethyl acetate (10 ml) and the mixture was stirred rapidly for 30 minutes, then ... Starting materials: C1(=CC=CC=C1)CC(C)(C1=CC=CC=C1)N (Racemic 1,2-diphenyl-2-propylamine), O.C(C1=CC=CC=C1)(=O)C(C(C(=O)O)(O)C(C1=CC=CC=C1)=O)(O)C(=O)O ((-)-dibenzoyltartaric acid monohydrate). Run in C(C)O (ethanol), C(C)O (ethanol), C(C)O (ethanol). Yields the product C(C1=CC=CC=C1)(=O)C(C(C(=O)O)(O)C(C1=CC=CC=C1)=O)(O)C(=O)O.C1(=CC=CC=C1)CC(C)(C1=CC=CC=C1)N ((-)-1,2-diphenyl-2-propylamine (-)-dibenzoyl tartrate). The yield is 26.4%. RXN SMILES: [C:1]1([CH2:7][C:8]([NH2:16])([C:10]2[CH:15]=[CH:14][CH:13]=[CH:12][CH:11]=2)[CH3:9])[CH:6]=[CH:5][CH:4]=[CH:3][CH:2]=1.O.[C:18]([C:26]([C:41]([OH:43])=[O:42])([OH:40])[C:27]([C:32](=[O:39])[C:33]1[CH:38]=[CH:37][CH:36]=[CH:35][CH:34]=1)([OH:31])[C:28]([OH:30])=[O:29])(=[O:25])[C:19]1[CH:24]=[CH:23][CH:22]=[CH:21][CH:20]=1>C(O)C>[C:32]([C:27]([C:28]([OH:30])=[O:29])([OH:31])[C:26]([C:18](=[O:25])[C:19]1[CH:24]=[CH:23][CH:22]=[CH:21][CH:20]=1)([OH:40])[C:41]([OH:43])=[O:42])(=[O:39])[C:33]1[CH:38]=[CH:37][CH:36]=[CH:35][CH:34]=1.[C:1]1([CH2:7][C:8]([NH2:16])([C:10]2[CH:11]=[CH:12][CH:13]=[CH:14][CH:15]=2)[CH3:9])[CH:2]=[CH:3][CH:4]=[CH:5][CH:6]=1 |f:1.2,4.5|. Reported procedure: Racemic 1,2-diphenyl-2-propylamine (86 g, 0.4 mol) was dissolved in 0.5 L 95% ethanol, heated to near reflux and added to a solution of (-)-dibenzoyltartaric acid monohydrate (151.9 g, 0.4 mol) in 0.5 L 95% ethanol also at reflux. A white solid crystallized immediately. The mixture was refluxed for 5 minutes, then allowed to cool to ambient temperature. The solid was collected by filtration and dried to give 86.2 g, [α]D =-94.2° (C=0.5, CH3OH). The filtrate was saved. The solid was suspended in ... Starting materials: CO, Cl, COCC(=O)Nc1cc2ncnc(Nc3cc(OC(=O)OC)c(C)cc3F)c2cc1OC, [Na+], [OH-], O. Product: Cl, COCC(=O)Nc1cc2ncnc(Nc3cc(O)c(C)cc3F)c2cc1OC. As a reaction SMILES: [CH3:36][OH:37].[ClH:35].[F:3][c:4]1[c:5]([NH:6][c:7]2[n:8][cH:9][n:10][c:11]3[cH:12][c:13]([NH:19][C:20]([CH2:21][O:22][CH3:23])=[O:24])[c:14]([O:17][CH3:18])[cH:15][c:16]23)[cH:25][c:26]([O:30][C:31]([O:32][CH3:33])=[O:34])[c:27]([CH3:29])[cH:28]1.[Na+:2].[OH-:1].[OH2:38]>>[ClH:35].[F:3][c:4]1[c:5]([NH:6][c:7]2[n:8][cH:9][n:10][c:11]3[cH:12][c:13]([NH:19][C:20]([CH2:21][O:22][CH3:23])=[O:24])[c:14]([O:17][CH3:18])[cH:15][c:16]23)[cH:25][c:26]([OH:30])[c:27]([CH3:29])[cH:28]1. Reactants: CSC=1NC=C(C1[N+](=O)[O-])C(C)CC (2-Methylthio-3-nitro-4-b-butylpyrrole), OO (hydrogen peroxide), C(C)(=O)O (acetic acid). Product: CS(=O)C=1NC=C(C1[N+](=O)[O-])CCCC (2-methylsulphinyl-3-nitro-4-n-butylpyrrole). As a reaction SMILES: [CH3:1][S:2][C:3]1[NH:4][CH:5]=[C:6]([CH:11]([CH2:13]C)C)[C:7]=1[N+:8]([O-:10])=[O:9].[OH:15]O.[C:17](O)(=O)[CH3:18]>>[CH3:1][S:2]([C:3]1[NH:4][CH:5]=[C:6]([CH2:11][CH2:13][CH2:17][CH3:18])[C:7]=1[N+:8]([O-:10])=[O:9])=[O:15]. Reported procedure: 2-Methylthio-3-nitro-4-b-butylpyrrole (3.7 g) was suspended in glacial acetic acid (50 ml) and 30% hydrogen peroxide (1.62 g) was added. The mixture was heated to 80° for 7 hours, and it was then evaporated to a brown oil. The crude product was purified by column chromatography using silica gel, eluted with benzene and chloroform, to give an oil which crystallized on standing. This was recrystallised from 2-propanol to give 2-methylsulphinyl-3-nitro-4-n-butylpyrrole (1.6 g), m.p 133°-4°. Starting materials: CC(=O)c1ccc(Br)c([N+](=O)[O-])c1, [Cu], COc1ccc(I)cc1. Product: COc1ccc(-c2ccc(C(C)=O)cc2[N+](=O)[O-])cc1. As a reaction SMILES: [Br:10][c:11]1[c:12]([N+:20](=[O:21])[O-:22])[cH:13][c:14]([C:17]([CH3:18])=[O:19])[cH:15][cH:16]1.[Cu:23].[I:1][c:2]1[cH:3][cH:4][c:5]([O:8][CH3:9])[cH:6][cH:7]1>>[c:2]1(-[c:11]2[c:12]([N+:20](=[O:21])[O-:22])[cH:13][c:14]([C:17]([CH3:18])=[O:19])[cH:15][cH:16]2)[cH:3][cH:4][c:5]([O:8][CH3:9])[cH:6][cH:7]1. Reactants: [OH-].[K+] (KOH), O (water), ClC1=[N+](C=C(C=C1)Cl)[O-] (2,5-dichloropyridine-N-oxide), C(C1=CC=CC=C1)S (benzylmercaptan). Run in C(C)O (ethanol), C(C)O (ethanol). The product is ClC=1C=CC(=[N+](C1)[O-])SCC1=CC=CC=C1 (5-chloro-2(benzylthio)pyridine-N-oxide). Yield: 59.6%. As a reaction SMILES: [OH-].[K+].O.Cl[C:5]1[CH:10]=[CH:9][C:8]([Cl:11])=[CH:7][N+:6]=1[O-:12].[CH2:13]([SH:20])[C:14]1[CH:19]=[CH:18][CH:17]=[CH:16][CH:15]=1>C(O)C>[Cl:11][C:8]1[CH:9]=[CH:10][C:5]([S:20][CH2:13][C:14]2[CH:19]=[CH:18][CH:17]=[CH:16][CH:15]=2)=[N+:6]([O-:12])[CH:7]=1 |f:0.1|. Procedure details: A solution consisting of 1.1 g (0.016 mole) of 85% KOH pellets, 50 ml of ethanol, and 0.5 ml of water was prepared. To this solution was added slowly, with stirring at room temperature, a mixture of 3.3 g (0.02 mole) of 2,5-dichloropyridine-N-oxide and 2.5 g (0.02 mole) of benzylmercaptan dissolved in 25 ml of ethanol. The reaction mixture was heated to about 60° C. for 2 hours and then evaporated to dryness. The residue was taken up in water and chloroform, the phases separated and the chlorofo... The reactants are C(C)(C)C1=NN=C2N1C=C(C=C2)OC2=C(COC(C(C)C)=O)C=CC=C2 (isobutyric acid 2-(3-isopropyl-[1,2,4]triazolo[4,3-a]pyridin-6-yloxy)-benzyl ester), [OH-].[K+] (potassium hydroxide), compound. The solvent is O1CCCC1 (tetrahydrofuran), O (water). Reaction conditions: temperature 60 celsius. Product: C(C)(C)C1=NN=C2N1C=C(C=C2)OC2=C(C=CC=C2)CO ([2-(3-Isopropyl-[1,2,4]triazolo[4.3-a]pyridin-6-yloxy)-phenyl]-methanol). RXN SMILES: [CH:1]([C:4]1[N:8]2[CH:9]=[C:10]([O:13][C:14]3[CH:26]=[CH:25][CH:24]=[CH:23][C:15]=3[CH2:16][O:17]C(=O)C(C)C)[CH:11]=[CH:12][C:7]2=[N:6][N:5]=1)([CH3:3])[CH3:2].[OH-].[K+]>O1CCCC1.O>[CH:1]([C:4]1[N:8]2[CH:9]=[C:10]([O:13][C:14]3[CH:26]=[CH:25][CH:24]=[CH:23][C:15]=3[CH2:16][OH:17])[CH:11]=[CH:12][C:7]2=[N:6][N:5]=1)([CH3:3])[CH3:2] |f:1.2|. Reported procedure: A mixture of isobutyric acid 2-(3-isopropyl-[1,2,4]triazolo[4,3-a]pyridin-6-yloxy)-benzyl ester (130 mg, 0.37 mmol) and potassium hydroxide (103 mg, 1.84 mmol) in tetrahydrofuran (6 mL) and water (1 mL) was heated at 60° C. for 7 hours. The reaction was concentrated in vacuo to a solid. The residue was suspended in water, the solid filtered, then the material suspended in methylene chloride and filtered to give the above named compound as a tan solid (84 mg, 80%).